This data is from the Open Reaction Database (ORD), a public repository of structured organic reaction records. The task is: describe an organic reaction: reactants, conditions, products, and yield Reactants: [OH-].[Li+] (Lithium hydroxide), CN1CCN(CC1)C=1C=CC(=C(C(=O)OCC2=CC=CC=C2)C1)OCC1=CC=CC=C1 (phenylmethyl 5-(4-methyl-1-piperazinyl)-2-[(phenylmethyl)oxy]benzoate), Cl (HCl). Solvent: C(C)(=O)OCC (ethyl acetate), C1CCOC1.O (THF water). The product is CN1CCN(CC1)C=1C=CC(=C(C(=O)O)C1)OCC1=CC=CC=C1 (5-(4-Methyl-1-piperazinyl)-2-[(phenylmethyl)oxy]benzoic acid). RXN SMILES: [OH-].[Li+].[CH3:3][N:4]1[CH2:9][CH2:8][N:7]([C:10]2[CH:11]=[CH:12][C:13]([O:26][CH2:27][C:28]3[CH:33]=[CH:32][CH:31]=[CH:30][CH:29]=3)=[C:14]([CH:25]=2)[C:15]([O:17]CC2C=CC=CC=2)=[O:16])[CH2:6][CH2:5]1.Cl>C1COCC1.O.C(OCC)(=O)C>[CH3:3][N:4]1[CH2:5][CH2:6][N:7]([C:10]2[CH:11]=[CH:12][C:13]([O:26][CH2:27][C:28]3[CH:33]=[CH:32][CH:31]=[CH:30][CH:29]=3)=[C:14]([CH:25]=2)[C:15]([OH:17])=[O:16])[CH2:8][CH2:9]1 |f:0.1,4.5|. Procedure details: Lithium hydroxide (17.25 mg, 0.72 mmol) was added to a stirred solution of phenylmethyl 5-(4-methyl-1-piperazinyl)-2-[(phenylmethyl)oxy]benzoate (may be prepared as described in Description 39; 100 mg, 0.24 mmol) in a mixture of THF:water (3:1, 10 ml). The mixture was heated to reflux for 12 h and then diluted with ethyl acetate (50 ml). 10% aqueous HCl was added to the mixture to adjust the pH to 2. The organic phase was isolated, washed with brine, dried over magnesium sulphate, and concentrat... The reactants are [Si](C)(C)(C(C)(C)C)ON (O-(tert-butyldimethylsilyl)hydroxylamine), Cl.CN(CCCN=C=NCC)C (1-(3-dimethylaminopropyl)-3-ethylcarbodiimide hydrochloride), ClC1=CC=C(C=C1)N1CCN(CC1)S(=O)(=O)N1C(CCCC1)C(=O)O (1-[4-(4-chlorophenyl)piperazine-1-sulfonyl]piperidine-2-(RS)-carboxylic acid). The solvent is C(Cl)Cl (methylene chloride), C(Cl)Cl (methylene chloride). Conditions: time 8 hour. The product is O([Si](C)(C)C(C)(C)C)NC(=O)C1N(CCCC1)S(=O)(=O)N1CCN(CC1)C1=CC=C(C=C1)Cl (N-tert-butyldimethylsiloxy-1-[4-(4-chlorophenyl)piperazine-1-sulfonyl]piperidine-2-(RS)-carboxamide). Yield: 56.0%. As a reaction SMILES: [Si:1]([O:8][NH2:9])([C:4]([CH3:7])([CH3:6])[CH3:5])([CH3:3])[CH3:2].Cl.CN(C)CCCN=C=NCC.[Cl:22][C:23]1[CH:28]=[CH:27][C:26]([N:29]2[CH2:34][CH2:33][N:32]([S:35]([N:38]3[CH2:43][CH2:42][CH2:41][CH2:40][CH:39]3[C:44](O)=[O:45])(=[O:37])=[O:36])[CH2:31][CH2:30]2)=[CH:25][CH:24]=1>C(Cl)Cl>[O:8]([NH:9][C:44]([CH:39]1[CH2:40][CH2:41][CH2:42][CH2:43][N:38]1[S:35]([N:32]1[CH2:33][CH2:34][N:29]([C:26]2[CH:25]=[CH:24][C:23]([Cl:22])=[CH:28][CH:27]=2)[CH2:30][CH2:31]1)(=[O:37])=[O:36])=[O:45])[Si:1]([C:4]([CH3:7])([CH3:6])[CH3:5])([CH3:3])[CH3:2] |f:1.2|. Procedure: O-(tert-butyldimethylsilyl)hydroxylamine (57 mg, 0.39 mmol) and 1-(3-dimethylaminopropyl)-3-ethylcarbodiimide hydrochloride (59 mg, 0.31 mmol) were added to a solution of 1-[4-(4-chlorophenyl)piperazine-1-sulfonyl]piperidine-2-(RS)-carboxylic acid (100 mg, 0.26 mmol), [prepared as described above] in methylene chloride (4 ml). The reaction mixture was stirred overnight at RT and then diluted with methylene chloride. The solution was washed with water, 10% citric acid, and brine, and dried over M... Reactants: [Br-], CCCc1ccc(C2CCC(CCc3ccc(C=O)cc3)CC2)cc1, C1CCOC1, CC(C)(C)[O-], Clc1ccc(C[P+](c2ccccc2)(c2ccccc2)c2ccccc2)cc1, [K+], O. Yields the product CCCc1ccc(C2CCC(CCc3ccc(C=Cc4ccc(Cl)cc4)cc3)CC2)cc1. Reaction SMILES: [Br-:1].[CH2:35]([CH2:36][CH3:37])[c:38]1[cH:39][cH:40][c:41]([CH:44]2[CH2:45][CH2:46][CH:47]([CH2:50][CH2:51][c:52]3[cH:53][cH:54][c:55]([CH:56]=[O:57])[cH:58][cH:59]3)[CH2:48][CH2:49]2)[cH:42][cH:43]1.[CH2:61]1[O:62][CH2:63][CH2:64][CH2:65]1.[CH3:29][C:30]([CH3:31])([O-:32])[CH3:33].[Cl:2][c:3]1[cH:4][cH:5][c:6]([CH2:7][P+:8]([c:9]2[cH:10][cH:11][cH:12][cH:13][cH:14]2)([c:15]2[cH:16][cH:17][cH:18][cH:19][cH:20]2)[c:21]2[cH:22][cH:23][cH:24][cH:25][cH:26]2)[cH:27][cH:28]1.[K+:34].[OH2:60]>>[Cl:2][c:3]1[cH:4][cH:5][c:6]([CH:7]=[CH:56][c:55]2[cH:54][cH:53][c:52]([CH2:51][CH2:50][CH:47]3[CH2:46][CH2:45][CH:44]([c:41]4[cH:40][cH:39][c:38]([CH2:35][CH2:36][CH3:37])[cH:43][cH:42]4)[CH2:49][CH2:48]3)[cH:59][cH:58]2)[cH:27][cH:28]1.